Dataset: the Open Reaction Database (ORD), a public repository of structured organic reaction records. Task: describe an organic reaction: reactants, conditions, products, and yield The reactants are CC(C)C(=O)Nc1cccc(C2CCN(CCCCCC(O)c3cccc(F)c3)CC2)c1, Oc1cc(C(F)(F)F)ccc1F. The product is CC(C)C(=O)Nc1cccc(C2CCN(CCCCCC(Oc3cc(C(F)(F)F)ccc3F)c3cccc(F)c3)CC2)c1. As a reaction SMILES: [F:13][c:14]1[cH:15][c:16]([CH:20]([CH2:21][CH2:22][CH2:23][CH2:24][CH2:25][N:26]2[CH2:27][CH2:28][CH:29]([c:32]3[cH:33][c:34]([NH:38][C:39]([CH:40]([CH3:41])[CH3:42])=[O:43])[cH:35][cH:36][cH:37]3)[CH2:30][CH2:31]2)[OH:44])[cH:17][cH:18][cH:19]1.[F:1][c:2]1[c:3]([OH:12])[cH:4][c:5]([C:8]([F:9])([F:10])[F:11])[cH:6][cH:7]1>>[F:1][c:2]1[c:3]([O:12][CH:20]([c:16]2[cH:15][c:14]([F:13])[cH:19][cH:18][cH:17]2)[CH2:21][CH2:22][CH2:23][CH2:24][CH2:25][N:26]2[CH2:27][CH2:28][CH:29]([c:32]3[cH:33][c:34]([NH:38][C:39]([CH:40]([CH3:41])[CH3:42])=[O:43])[cH:35][cH:36][cH:37]3)[CH2:30][CH2:31]2)[cH:4][c:5]([C:8]([F:9])([F:10])[F:11])[cH:6][cH:7]1. As a reaction SMILES: [CH2:36]([Cl:37])[Cl:38].[CH3:31][S:32]([Cl:33])(=[O:34])=[O:35].[O:1]=[C:2]1[O:3][CH:4]([CH2:20][NH:21][C:22]([CH3:23])=[O:24])[CH2:5][N:6]1[c:7]1[cH:8][c:9]([F:19])[c:10]([CH:13]2[CH2:14][CH2:15][NH:16][CH2:17][CH2:18]2)[cH:11][cH:12]1.[cH:25]1[cH:26][cH:27][n:28][cH:29][cH:30]1>>[O:1]=[C:2]1[O:3][CH:4]([CH2:20][NH:21][C:22]([CH3:23])=[O:24])[CH2:5][N:6]1[c:7]1[cH:8][c:9]([F:19])[c:10]([CH:13]2[CH2:14][CH2:15][N:16]([S:32]([CH3:31])(=[O:34])=[O:35])[CH2:17][CH2:18]2)[cH:11][cH:12]1. The product is CC(=O)NCC1CN(c2ccc(C3CCN(S(C)(=O)=O)CC3)c(F)c2)C(=O)O1. The reactants are ClCCl, CS(=O)(=O)Cl, CC(=O)NCC1CN(c2ccc(C3CCNCC3)c(F)c2)C(=O)O1, c1ccncc1. Starting materials: [Br-], N#Cc1ncccn1, CC[Mg+], C1CCOC1, CC(C)[O-], CC(C)[O-], CC(C)[O-], CC(C)[O-], O, [Ti+4]. The product is NC1(c2ncccn2)CC1. RXN SMILES: [Br-:14].[C:1](#[N:2])[c:3]1[n:4][cH:5][cH:6][cH:7][n:8]1.[CH2:15]([Mg+:16])[CH3:17].[CH2:9]1[CH2:10][CH2:13][CH2:12][O:11]1.[CH3:18][CH:19]([CH3:20])[O-:21].[CH3:23][CH:24]([CH3:25])[O-:26].[CH3:27][CH:28]([CH3:29])[O-:30].[CH3:31][CH:32]([CH3:33])[O-:34].[OH2:35].[Ti+4:22]>>[C:1]1([NH2:2])([c:3]2[n:4][cH:5][cH:6][cH:7][n:8]2)[CH2:9][CH2:10]1. The reactants are C(C(=O)O)(=O)O (oxalic acid), N(=NC(=O)OCC)C(=O)OCC (diethyl azodicarboxylate), C1(=CC=CC=C1)P(C1=CC=CC=C1)C1=CC=CC=C1 (triphenylphospine), OC1=CC=C(C=C1)C1=C(C2=C(S1)C=CC=C2)CC2=CC=C(C=C2)OCCN2CCCC2 (2-(4-hydroxyphenyl)-3-[4-[2-(1-pyrrolidinyl)ethoxy]benzyl]benzo[b]thiophene), (R)-(−)-N-t-Boc-2-amino-1-propanol, C1CCOC1 (THF), [NH4+].[OH-] (NH4OH). The solvent is CO (MeOH), CO (MeOH), C(Cl)(Cl)Cl (CHCl3), CO (MeOH). Run at time 16 hour. The product is C(C(=O)O)(=O)O.C(C)(C)(C)OC(=O)N[C@@H](COC1=CC=C(C=C1)C1=C(C2=C(S1)C=CC=C2)CC2=CC=C(C=C2)OCCN2CCCC2)C ((R)-2-[4-[2-(t-Butyloxycarbonylamino)propoxy]phenyl]-3-[4-[2-(1-pyrrolidinyl)ethoxy]benzyl]benzo[b]thiophene Oxalate), oxalate salt. The yield is 65.0%. RXN SMILES: N(C(OCC)=O)=N[C:3](OCC)=[O:4].C1(P([C:26]2[CH:31]=[CH:30]C=CC=2)C2C=CC=CC=2)C=CC=CC=1.[OH:32][C:33]1[CH:38]=[CH:37][C:36]([C:39]2[S:43][C:42]3[CH:44]=[CH:45][CH:46]=[CH:47][C:41]=3[C:40]=2[CH2:48][C:49]2[CH:54]=[CH:53][C:52]([O:55][CH2:56][CH2:57][N:58]3[CH2:62][CH2:61][CH2:60][CH2:59]3)=[CH:51][CH:50]=2)=[CH:35][CH:34]=1.[NH4+:63].[OH-:64].[C:65]([OH:70])(=[O:69])[C:66]([OH:68])=[O:67].[CH2:71]1[CH2:75]OC[CH2:72]1>C(Cl)(Cl)Cl.CO>[C:65]([OH:70])(=[O:69])[C:66]([OH:68])=[O:67].[C:71]([O:64][C:3]([NH:63][C@H:31]([CH3:30])[CH2:26][O:32][C:33]1[CH:38]=[CH:37][C:36]([C:39]2[S:43][C:42]3[CH:44]=[CH:45][CH:46]=[CH:47][C:41]=3[C:40]=2[CH2:48][C:49]2[CH:54]=[CH:53][C:52]([O:55][CH2:56][CH2:57][N:58]3[CH2:59][CH2:60][CH2:61][CH2:62]3)=[CH:51][CH:50]=2)=[CH:35][CH:34]=1)=[O:4])([CH3:72])([CH3:75])[CH3:65] |f:3.4,9.10|. Procedure details: By essentially following the conditions described in Example 20, Part B, adding the diethyl azodicarboxylate to a mixture of triphenylphospine, 2-(4-hydroxyphenyl)-3-[4-[2-(1-pyrrolidinyl)ethoxy]benzyl]benzo[b]thiophene (Part A) and (R)-(−)-N-t-Boc-2-amino-1-propanol (Part B) in THF at 0° C. and stirring the reaction mixture at ambient temperature about 16 h, the free base of the title compound was prepared as a foam in 65% yield following flash chromatography (SiO2; 1% then 3% then 5% MeOH in C... RXN SMILES: [C:1]([O:5][C:6]([N:8]1[CH2:13][CH2:12][N:11]([S:14]([C:17]2[C:22]([Cl:23])=[CH:21][CH:20]=[C:19]([N+:24]([O-])=O)[C:18]=2[OH:27])(=[O:16])=[O:15])[CH2:10][CH2:9]1)=[O:7])([CH3:4])([CH3:3])[CH3:2].[H][H]>[Pd]>[C:1]([O:5][C:6]([N:8]1[CH2:13][CH2:12][N:11]([S:14]([C:17]2[C:18]([OH:27])=[C:19]([CH:20]=[CH:21][C:22]=2[Cl:23])[NH2:24])(=[O:15])=[O:16])[CH2:10][CH2:9]1)=[O:7])([CH3:4])([CH3:2])[CH3:3]. Reagents/catalysts: [Pd] (Pd/C). The reactants are C(C)(C)(C)OC(=O)N1CCN(CC1)S(=O)(=O)C1=C(C(=CC=C1Cl)[N+](=O)[O-])O (1-[4-(tert-butoxycarbonyl)piperazin-1-yl]sulfonyl-6-chloro-2-hydroxy-3-nitrobenzene), [H][H] (hydrogen). The product is C(C)(C)(C)OC(=O)N1CCN(CC1)S(=O)(=O)C=1C(=C(N)C=CC1Cl)O (3-[4-(tert-butoxycarbonyl)piperazin-1-yl]sulfonyl-4-chloro-2-hydroxyaniline). Procedure: Following the general hydrogenation procedure outlined in example 15, 1-[4-(tert-butoxycarbonyl)piperazin-1-yl]sulfonyl-6-chloro-2-hydroxy-3-nitrobenzene (256 mg, 0.61 mmol) was reduced with hydrogen and 10% Pd/C (120 mg) to form the desired product (220 mg, 93%). 1H NMR (MeOD-d4): δ 6.84 (m, 2H), 3.45 (m, 4H), 3.27 (m, 4H), 1.43 (s, 9H). The yield is 92.0%. The reactants are [NH4+], [OH-], O, CC1CCc2nc(S)nc(O)c21. The product is CC1CCc2ncnc(O)c21. Reaction SMILES: [NH4+:14].[OH-:13].[OH2:15].[SH:1][c:2]1[n:3][c:4]([OH:12])[c:5]2[c:6]([n:7]1)[CH2:8][CH2:9][CH:10]2[CH3:11]>>[cH:2]1[n:3][c:4]([OH:12])[c:5]2[c:6]([n:7]1)[CH2:8][CH2:9][CH:10]2[CH3:11].